Dataset: the Open Reaction Database (ORD), a public repository of structured organic reaction records. Task: describe an organic reaction: reactants, conditions, products, and yield The reactants are FC1=CC=C(C=C1)CC1=CN=C2C(=C(C(N(C2=C1)CCN1C(CCCC1)=O)=O)C(=O)OCC)O (ethyl 7-[(4-fluorophenyl)methyl]-4-hydroxy-2-oxo-1-[2-(2-oxo-1-piperidinyl)ethyl]-1,2-dihydro-1,5-naphthyridine-3-carboxylate), NCC(CC)O (1-amino-2-butanol). Product: FC1=CC=C(C=C1)CC1=CN=C2C(=C(C(N(C2=C1)CCN1C(CCCC1)=O)=O)C(=O)NCC(CC)O)O (7-[(4-fluorophenyl)methyl]-4-hydroxy-N-(2-hydroxybutyl)-2-oxo-1-[2-(2-oxo-1-piperidinyl)ethyl]-1,2-dihydro-1,5-naphthyridine-3-carboxamide). RXN SMILES: [F:1][C:2]1[CH:7]=[CH:6][C:5]([CH2:8][C:9]2[CH:18]=[C:17]3[C:12]([C:13]([OH:34])=[C:14]([C:29](OCC)=[O:30])[C:15](=[O:28])[N:16]3[CH2:19][CH2:20][N:21]3[CH2:26][CH2:25][CH2:24][CH2:23][C:22]3=[O:27])=[N:11][CH:10]=2)=[CH:4][CH:3]=1.[NH2:35][CH2:36][CH:37]([OH:40])[CH2:38][CH3:39]>>[F:1][C:2]1[CH:3]=[CH:4][C:5]([CH2:8][C:9]2[CH:18]=[C:17]3[C:12]([C:13]([OH:34])=[C:14]([C:29]([NH:35][CH2:36][CH:37]([OH:40])[CH2:38][CH3:39])=[O:30])[C:15](=[O:28])[N:16]3[CH2:19][CH2:20][N:21]3[CH2:26][CH2:25][CH2:24][CH2:23][C:22]3=[O:27])=[N:11][CH:10]=2)=[CH:6][CH:7]=1. Procedure: This compound was prepared from ethyl 7-[(4-fluorophenyl)methyl]-4-hydroxy-2-oxo-1-[2-(2-oxo-1-piperidinyl)ethyl]-1,2-dihydro-1,5-naphthyridine-3-carboxylate and 1-amino-2-butanol using methods similar to Example 563 to provide an off-white solid: 1H NMR (300 MHz, DMSO-d6) δ ppm 0.83-0.93 (m, 3 H), 1.38-1.45 (m, 2 H), 1.54-1.65 (m, 4 H), 2.04 (t, J=6.00 Hz, 2 H), 3.18-3.30 (m, 3 H), 3.44-3.57 (m, 4 H), 4.16 (s, 2 H), 4.31-4.45 (m, 2 H), 4.95 (d, J=5.26 Hz, 1 H), 7.11-7.18 (m, 2 H), 7.38-7.44 (m,... The reactants are CS(=O)(=O)c1nccc(-c2cc(C#N)c(=O)[nH]c2-c2cccc(C(F)(F)F)c2)n1, C[Si](C)(C)[N-][Si](C)(C)C, CO, [K+], Nc1ccccc1, CN(C)C=O. Yields the product N#Cc1cc(-c2ccnc(Nc3ccccc3)n2)c(-c2cccc(C(F)(F)F)c2)[nH]c1=O. RXN SMILES: [CH3:1][S:2](=[O:3])(=[O:4])[c:5]1[n:6][cH:7][cH:8][c:9](-[c:11]2[cH:12][c:13]([C:28]#[N:29])[c:14](=[O:27])[nH:15][c:16]2-[c:17]2[cH:18][c:19]([C:23]([F:24])([F:25])[F:26])[cH:20][cH:21][cH:22]2)[n:10]1.[CH3:37][Si:38]([N-:39][Si:40]([CH3:41])([CH3:42])[CH3:43])([CH3:44])[CH3:45].[CH3:47][OH:48].[K+:46].[NH2:30][c:31]1[cH:32][cH:33][cH:34][cH:35][cH:36]1.[O:49]=[CH:50][N:51]([CH3:52])[CH3:53]>>[c:5]1([NH:30][c:31]2[cH:32][cH:33][cH:34][cH:35][cH:36]2)[n:6][cH:7][cH:8][c:9](-[c:11]2[cH:12][c:13]([C:28]#[N:29])[c:14](=[O:27])[nH:15][c:16]2-[c:17]2[cH:18][c:19]([C:23]([F:24])([F:25])[F:26])[cH:20][cH:21][cH:22]2)[n:10]1. The reactants are [Cl-].[NH4+] (ammonium chloride), O (water), C(CCCCC)OC1=C(C#N)C=C(C=C1)[N+](=O)[O-] (2-n-hexyloxy-5-nitrobenzonitrile), [N+](=O)([O-])C=1C=CC(=C(C#N)C1)OCCCCCC (5-nitro-2-n-hexyloxybenzonitrile). The reagents and catalysts are [Fe] (iron). Run in C(C)O (ethanol). Reaction conditions: temperature 65 celsius, time 30 minute. The product is NC=1C=CC(=C(C#N)C1)OCCCCCC (5-Amino-2-hexyloxybenzonitrile). Reaction SMILES: [Cl-].[NH4+].O.[CH2:4]([O:10][C:11]1[CH:18]=[CH:17][C:16]([N+:19]([O-])=O)=[CH:15][C:12]=1[C:13]#[N:14])[CH2:5][CH2:6][CH2:7][CH2:8][CH3:9]>[Fe].C(O)C>[NH2:19][C:16]1[CH:17]=[CH:18][C:11]([O:10][CH2:4][CH2:5][CH2:6][CH2:7][CH2:8][CH3:9])=[C:12]([CH:15]=1)[C:13]#[N:14] |f:0.1|. Procedure: To dimethylformamide solution (91 ml) containing 2-chloro-5-nitrobenzonitrile (18.2 g) and n-hexanol (11.2 g) was added sodium hydride (60% content, 4.8 g) under ice-cooling and the mixture was stirred for 1 h. The reaction mixture was added to water and extracted with toluene. The organic layer was washed with saturated brine and dried over anhydrous magnesium sulfate, after which the solvent was evaporated under reduced pressure. The residue was purified by silica gel column chromatography (mo... The reactants are ClC1=CC=C2C(=C(N(C2=C1)C)C=1C=NC=C(C1)C=O)C#N (6-chloro-2-(5-formyl-pyridin-3-yl)-1-methyl-1H-indole-3-carbonitrile), C(C)(C)(C)OC(=O)N1C[C@H](CC1)N ((S)-3-amino-pyrrolidine-1-carboxylic acid tert-butyl ester). The product is C(C)(C)(C)OC(=O)N1C[C@H](CC1)NCC=1C=NC=C(C1)C=1N(C2=CC(=CC=C2C1C#N)Cl)C ((S)-3-{[5-(6-chloro-3-cyano-1-methyl-1H-indol-2-yl)-pyridin-3-ylmethyl]-amino}-pyrrolidine-1-carboxylic acid tert-butyl ester). As a reaction SMILES: [Cl:1][C:2]1[CH:10]=[C:9]2[C:5]([C:6]([C:20]#[N:21])=[C:7]([C:12]3[CH:13]=[N:14][CH:15]=[C:16]([CH:18]=O)[CH:17]=3)[N:8]2[CH3:11])=[CH:4][CH:3]=1.[C:22]([O:26][C:27]([N:29]1[CH2:33][CH2:32][C@H:31]([NH2:34])[CH2:30]1)=[O:28])([CH3:25])([CH3:24])[CH3:23]>>[C:22]([O:26][C:27]([N:29]1[CH2:33][CH2:32][C@H:31]([NH:34][CH2:18][C:16]2[CH:15]=[N:14][CH:13]=[C:12]([C:7]3[N:8]([CH3:11])[C:9]4[C:5]([C:6]=3[C:20]#[N:21])=[CH:4][CH:3]=[C:2]([Cl:1])[CH:10]=4)[CH:17]=2)[CH2:30]1)=[O:28])([CH3:25])([CH3:23])[CH3:24]. Procedure details: 6-Chloro-2-(5-formyl-pyridin-3-yl)-1-methyl-1H-indole-3-carbonitrile (Example 126) and (S)-3-amino-pyrrolidine-1-carboxylic acid tert-butyl ester are processed according to the method described in Example 170 to give (S)-3-{[5-(6-chloro-3-cyano-1-methyl-1H-indol-2-yl)-pyridin-3-ylmethyl]-amino}-pyrrolidine-1-carboxylic acid tert-butyl ester. MS (ESI) m/z 466.1 (M+H)+. The reactants are C1(=CC=CC=C1)CC#N (phenylacetonitrile), C(C(C)(C)C)=O (pivalaldehyde). Yields the product OC(C(C#N)C1=CC=CC=C1)C(C)(C)C ((2RS,3RS)-3-hydroxy-4,4-dimethyl-2-phenylpentanenitrile). Isolated yield 87.0%. As a reaction SMILES: [C:1]1([CH2:7][C:8]#[N:9])[CH:6]=[CH:5][CH:4]=[CH:3][CH:2]=1.[CH:10](=[O:15])[C:11]([CH3:14])([CH3:13])[CH3:12]>>[OH:15][CH:10]([C:11]([CH3:14])([CH3:13])[CH3:12])[CH:7]([C:1]1[CH:6]=[CH:5][CH:4]=[CH:3][CH:2]=1)[C:8]#[N:9]. Procedure details: Reaction of phenylacetonitrile and pivalaldehyde on a 30 mmol scale according to the procedure in Example 1, and recrystallization from toluene/hexane gave 5.34 g of the desired anti-aldol product (87%), m.p.: 70.7-71.2° C. NMR (1H, 13C), IR, and Mass spectra were consistent with the assigned structure. Analysis: Calculated for C13H17NO: C, 76.81; H, 8.42; N, 6.89. Found: C, 76.80; H, 8.43; N, 6.83. Starting materials: [BH3-]C#N, CC(C)(C)OC(=O)COc1cc(C=O)cc(OCC(=O)OC(C)(C)C)c1, CC(=O)O, CO, NCCC(=O)O, [Na+], O. Product: CC(C)(C)OC(=O)COc1cc(CNCCC(=O)O)cc(OCC(=O)OC(C)(C)C)c1. As a reaction SMILES: [C:33]([BH3-:34])#[N:35].[C:7]([CH3:8])([CH3:9])([CH3:10])[O:11][C:12]([CH2:13][O:14][c:15]1[cH:16][c:17]([O:23][CH2:24][C:25](=[O:26])[O:27][C:28]([CH3:29])([CH3:30])[CH3:31])[cH:18][c:19]([CH:21]=[O:22])[cH:20]1)=[O:32].[CH3:37][C:38](=[O:39])[OH:40].[CH3:41][OH:42].[NH2:1][CH2:2][CH2:3][C:4]([OH:5])=[O:6].[Na+:36].[OH2:43]>>[NH:1]([CH2:2][CH2:3][C:4]([OH:5])=[O:6])[CH2:21][c:19]1[cH:18][c:17]([O:23][CH2:24][C:25](=[O:26])[O:27][C:28]([CH3:29])([CH3:30])[CH3:31])[cH:16][c:15]([O:14][CH2:13][C:12]([O:11][C:7]([CH3:8])([CH3:9])[CH3:10])=[O:32])[cH:20]1. Starting materials: ClC(C(=O)C1=CC=C2CN(C3=C(CN21)C=CC=C3)C(=O)C3=CC(=C(C=C3)C3=C(C=CC=C3)C)OC)(Cl)Cl (2,2,2-Trichloro-1-{10-[(2-methoxy-2′-methyl-1,1′-biphenyl-4-yl)carbonyl]-10,11-dihydro-5H-pyrrolo[2,1-c][1,4]benzodiazepin-3-yl}ethanone), C1(=CC=CC=C1)C(C)N ((±)-1-phenylethylamine). Yields the product COC1=C(C=CC(=C1)C(=O)N1CC=2N(CC3=C1C=CC=C3)C(=CC2)C(=O)NC(C)C2=CC=CC=C2)C2=C(C=CC=C2)C (10-[(2-METHOXY-2′-METHYL-1,1′-BIPHENYL-4-YL)CARBONYL]-N-(1-PHENYLETHYL)-10,11-DIHYDRO-5H-PYRROLO[2,1-C][1,4]BENZODIAZEPINE-3-CARBOXAMIDE). RXN SMILES: ClC(Cl)(Cl)[C:3]([C:5]1[N:14]2[C:8]([CH2:9][N:10]([C:19]([C:21]3[CH:26]=[CH:25][C:24]([C:27]4[CH:32]=[CH:31][CH:30]=[CH:29][C:28]=4[CH3:33])=[C:23]([O:34][CH3:35])[CH:22]=3)=[O:20])[C:11]3[CH:18]=[CH:17][CH:16]=[CH:15][C:12]=3[CH2:13]2)=[CH:7][CH:6]=1)=[O:4].[C:38]1([CH:44]([NH2:46])[CH3:45])[CH:43]=[CH:42][CH:41]=[CH:40][CH:39]=1>>[CH3:35][O:34][C:23]1[CH:22]=[C:21]([C:19]([N:10]2[C:11]3[CH:18]=[CH:17][CH:16]=[CH:15][C:12]=3[CH2:13][N:14]3[C:5]([C:3]([NH:46][CH:44]([C:38]4[CH:43]=[CH:42][CH:41]=[CH:40][CH:39]=4)[CH3:45])=[O:4])=[CH:6][CH:7]=[C:8]3[CH2:9]2)=[O:20])[CH:26]=[CH:25][C:24]=1[C:27]1[CH:32]=[CH:31][CH:30]=[CH:29][C:28]=1[CH3:33]. Procedure details: The title compound was prepared in the manner of Example 36 from 2,2,2-trichloro-1-{10-[(2-methoxy-2′-methyl-1,1′-biphenyl-4-yl)carbonyl]-10,11-dihydro-5H-pyrrolo[2,1-c][1,4]benzodiazepin-3-yl}ethanone of Example 35 and (±)-1-phenylethylamine. Purification was performed using HPLC with a normal phase column by eluting with a two phase solvent system (A=hexane, B=dichloromethane/methanol, 4:1) that gave the title compound in 63% yield, m.p. 211° C. MS [(+)ESI, m/z]: 554 [M+H]+ Anal. Calcd for C36... Starting materials: ClC1=CC=C(C=C1)S(=O)(=O)N=C=O (4-chlorobenzenesulfonylisocyanate), NC1=C(C(=O)O)C=CC=C1 (2-aminobenzoic acid). Yields the product ClC1=CC=C(C=C1)S(=O)(=O)N1C(NC2=CC=CC=C2C1=O)=O (3-(4-chlorobenzenesulfonyl)-2,4(1H,3H)-quinazolinedione). Isolated yield 95.5%. Reaction SMILES: [Cl:1][C:2]1[CH:7]=[CH:6][C:5]([S:8]([N:11]=[C:12]=[O:13])(=[O:10])=[O:9])=[CH:4][CH:3]=1.[NH2:14][C:15]1[CH:23]=[CH:22][CH:21]=[CH:20][C:16]=1[C:17](O)=[O:18]>>[Cl:1][C:2]1[CH:3]=[CH:4][C:5]([S:8]([N:11]2[C:17](=[O:18])[C:16]3[C:15](=[CH:23][CH:22]=[CH:21][CH:20]=3)[NH:14][C:12]2=[O:13])(=[O:9])=[O:10])=[CH:6][CH:7]=1. Procedure: 3.10 g (14.3 mmol) of 4-chlorobenzenesulfonylisocyanate and 2.00 g (14.4 mmol) of 2-aminobenzoic acid were treated in the same way as in Example 1 to obtain 4.60 g of the above-identified compound (yield 94.4%). Properties: colorless crystal, Melting point: 214°-215° C., PMR (δppm, DMSO-d6): 7.10 (1H,d), 7.20 (1H,t), 7.66 (2H,d), 7.70 (2H,d), 7.84 (1H,d), 7.15 (2H,d).